This data is from the Open Reaction Database (ORD), a public repository of structured organic reaction records. The task is: describe an organic reaction: reactants, conditions, products, and yield The reactants are N=C1SC(C(N1)=O)CC1=CC=C(C=C1)OCCC=1N=C(OC1C)C1=CC=CC=C1 (2-imino-5-{4-[2-(5-methyl-2-phenyl-4-oxazolyl)ethoxy]benzyl}-4-thiazolidinone), Cl (HCl), C(C)O (ethanol). Yields the product CC1=C(N=C(O1)C1=CC=CC=C1)CCOC1=CC=C(CC2C(NC(S2)=O)=O)C=C1 (5-{4-[2-(5-methyl-2-phenyl-4-oxazolyl)ethoxy]benzyl}-2,4-thiazolidinedione). Yield: 95.7%. Reaction SMILES: N=[C:2]1[NH:6][C:5](=[O:7])[CH:4]([CH2:8][C:9]2[CH:14]=[CH:13][C:12]([O:15][CH2:16][CH2:17][C:18]3[N:19]=[C:20]([C:24]4[CH:29]=[CH:28][CH:27]=[CH:26][CH:25]=4)[O:21][C:22]=3[CH3:23])=[CH:11][CH:10]=2)[S:3]1.Cl.C([OH:33])C>>[CH3:23][C:22]1[O:21][C:20]([C:24]2[CH:25]=[CH:26][CH:27]=[CH:28][CH:29]=2)=[N:19][C:18]=1[CH2:17][CH2:16][O:15][C:12]1[CH:11]=[CH:10][C:9]([CH2:8][CH:4]2[S:3][C:2](=[O:33])[NH:6][C:5]2=[O:7])=[CH:14][CH:13]=1. Procedure: A mixture of 2-imino-5-{4-[2-(5-methyl-2-phenyl-4-oxazolyl)ethoxy]benzyl}-4-thiazolidinone (18.8 g), 2N-HCl (200 ml) and ethanol (200 ml) was heated under reflux for 12 hours. The solvent was distilled off under reduced pressure. The residue was neutralized with saturated aqueous solution of sodium hydrogen carbonate, and extracted with chloroform. The chloroform layer was washed with water and dried (MgSO4). The solvent was distilled off, whereby 5-{4-[2-(5-methyl-2-phenyl-4-oxazolyl)ethoxy]ben...